From a dataset of the Open Reaction Database (ORD), a public repository of structured organic reaction records. describe an organic reaction: reactants, conditions, products, and yield The reactants are C(C1=CC=CC=C1)OC=1C=CC(=C2C=CC(NC12)=O)[C@H](CBr)O (8-(benzyloxy)-5-[(1R)-2-bromo-1-hydroxyethyl]quinolin-2(1H)-one), S(=O)(=O)([O-])C1=CC=C(C)C=C1.[NH+]1=CC=CC=C1 (pyridinium tosylate), O1CCCC=C1 (2,3-dihydropyran). Run in C(Cl)Cl (DCM). Run at temperature 22 celsius, time 18 hour. Yields the product C(C1=CC=CC=C1)OC=1C=CC(=C2C=CC(NC12)=O)[C@H](CBr)OC1OCCCC1 (8-(Benzyloxy)-5-[(1R)-2-bromo-1-(tetrahydro-2H-pyran-2-yloxy)ethyl]quinolin-2(1H)-one). RXN SMILES: [CH2:1]([O:8][C:9]1[CH:10]=[CH:11][C:12]([C@@H:20]([OH:23])[CH2:21][Br:22])=[C:13]2[C:18]=1[NH:17][C:16](=[O:19])[CH:15]=[CH:14]2)[C:2]1[CH:7]=[CH:6][CH:5]=[CH:4][CH:3]=1.S(C1C=CC(C)=CC=1)([O-])(=O)=O.[NH+]1C=CC=CC=1.[O:41]1[CH:46]=[CH:45][CH2:44][CH2:43][CH2:42]1>C(Cl)Cl>[CH2:1]([O:8][C:9]1[CH:10]=[CH:11][C:12]([C@@H:20]([O:23][CH:42]2[CH2:43][CH2:44][CH2:45][CH2:46][O:41]2)[CH2:21][Br:22])=[C:13]2[C:18]=1[NH:17][C:16](=[O:19])[CH:15]=[CH:14]2)[C:2]1[CH:3]=[CH:4][CH:5]=[CH:6][CH:7]=1 |f:1.2|. Reported procedure: A suspension of 8-(benzyloxy)-5-[(1R)-2-bromo-1-hydroxyethyl]quinolin-2(1H)-one (100 mg) and pyridinium tosylate (14 mg) in dry DCM (2 ml) was treated with 2,3-dihydropyran (61.2 μl) and stirred at 22° C. for 18 h. The reaction mixture was concentrated in vacuo and purified by chromatography (Hexane-EtOAc 2:1, biotage) to give the title compound (77 mg). Rf [EtOAc-Hexane (1:1)] 0.54 Reactants: ClC=1N=CC2=C(N(CC(C(N2C)=O)(F)F)C2CCCCC2)N1 (2-chloro-9-cyclohexyl-7,7-difluoro-5-methyl-5,7,8,9-tetrahydro-pyrimido[4,5-b][1,4]diazepin-6-one), O.C=1(C(=CC=CC1)S(=O)(=O)O)C (toluenesulfonic acid monohydrate), NC1=CC=C(C(=O)NC2CCN(CC2)S(=O)(=O)C)C=C1 (4-amino-N-(1-methanesulfonyl-piperidin-4-yl)-benzamide), C(C)(C)O (isopropanol). Product: C1(CCCCC1)N1C2=C(N(C(C(C1)(F)F)=O)C)C=NC(=N2)NC2=C(C=C(C(=O)NC1CCN(CC1)S(=O)(=O)C)C=C2)OC (4-(9-cyclohexyl-7,7-difluoro-5-methyl-6-oxo-6,7,8,9-tetrahydro-5H-pyrimido[4,5-b][1,4]diazepin-2-ylamino)-N-(1-methanesulfonyl-piperidin-4-yl)-3-methoxy-benzamide). RXN SMILES: Cl[C:2]1[N:3]=[CH:4][C:5]2[N:11]([CH3:12])[C:10](=[O:13])[C:9]([F:15])([F:14])[CH2:8][N:7]([CH:16]3[CH2:21][CH2:20][CH2:19][CH2:18][CH2:17]3)[C:6]=2[N:22]=1.O.C1(C)C(S(O)(=O)=O)=CC=CC=1.[NH2:35][C:36]1[CH:54]=[CH:53][C:39]([C:40]([NH:42][CH:43]2[CH2:48][CH2:47][N:46]([S:49]([CH3:52])(=[O:51])=[O:50])[CH2:45][CH2:44]2)=[O:41])=[CH:38][CH:37]=1.[CH:55]([OH:58])(C)C>>[CH:16]1([N:7]2[CH2:8][C:9]([F:15])([F:14])[C:10](=[O:13])[N:11]([CH3:12])[C:5]3[CH:4]=[N:3][C:2]([NH:35][C:36]4[CH:54]=[CH:53][C:39]([C:40]([NH:42][CH:43]5[CH2:44][CH2:45][N:46]([S:49]([CH3:52])(=[O:51])=[O:50])[CH2:47][CH2:48]5)=[O:41])=[CH:38][C:37]=4[O:58][CH3:55])=[N:22][C:6]2=3)[CH2:21][CH2:20][CH2:19][CH2:18][CH2:17]1 |f:1.2|. Procedure: A mixture of 0.101 g (0.31 mmole) 2-chloro-9-cyclohexyl-7,7-difluoro-5-methyl-5,7,8,9-tetrahydro-pyrimido[4,5-b][1,4]diazepin-6-one (VII-246), 0.088 g (0.47 mmole) of toluenesulfonic acid monohydrate, 0.10 g (0.31 mmole) of 4-amino-N-(1-methanesulfonyl-piperidin-4-yl)-benzamide and 1 mL of isopropanol was heated in a sealed vessel at 170 degrees in a microwave reactor for 2 hours, cooled and concentrated under reduced pressure. The residue taken up in ethyl acetate and washed successively with 5... Reactants: OC1=C(C=C(C=C1)C=1OCCN1)OC (4,5-dihydro-2-(4-hydroxy-3-methoxyphenyl)oxazole), BrCCCCCCCC1=CC(=NO1)C (5-(7-bromoheptyl)-3-methylisoxazole), CC1=CC(=NO1)CCC(=O)OC (Methyl 5-methyl-3-isoxazolepropanoate). Yields the product OCC1CN=C(O1)C1=CC=C(OCCCCCCCC2=CC(=NO2)C)C=C1 (5-{7-[4-(4,5-Dihydro-5-hydroxymethyl-2-oxazolyl)phenoxy]heptyl}-3-methylisoxazole). Reaction SMILES: [OH:1][C:2]1[CH:7]=[CH:6][C:5]([C:8]2[O:9][CH2:10][CH2:11][N:12]=2)=[CH:4][C:3]=1OC.Br[CH2:16][CH2:17][CH2:18][CH2:19][CH2:20][CH2:21][CH2:22][C:23]1[O:27][N:26]=[C:25]([CH3:28])[CH:24]=1.C[C:30]1[O:34]N=C(CCC(OC)=O)C=1>>[OH:34][CH2:30][CH:10]1[O:9][C:8]([C:5]2[CH:4]=[CH:3][C:2]([O:1][CH2:16][CH2:17][CH2:18][CH2:19][CH2:20][CH2:21][CH2:22][C:23]3[O:27][N:26]=[C:25]([CH3:28])[CH:24]=3)=[CH:7][CH:6]=2)=[N:12][CH2:11]1. Procedure: 5-{7-[4-(4,5-Dihydro-2-oxazolyl)-2-methoxyphenoxy]heptyl}-3-methylisoxazole [IX; R=CH3, R2, R3, R4, R5 and R6 =H, R1 =2-OCH3, Y=(CH2)7, oxazole at 4-position] was prepared from 4,5-dihydro-2-(4-hydroxy-3-methoxyphenyl)oxazole and 5-(7-bromoheptyl)-3-methylisoxazole according to the procedure of Example 9, part (d), and was obtained in the form of colorless crystals, m.p. 71°-73° C. when recrystallized from a hexane-isopropyl acetate mixture. Starting materials: ClC1=NC=CC(=C1)C#CC=1N=C(NC1)C (2-chloro-4-(2-methyl-1H-imidazol-4-ylethynyl)-pyridine), FC=1C=C(C=CC1F)B(O)O (3,4-difluorobenzene boronic acid). Product: ClC1=NC=CC(=C1)C#CC=1N=C(N(C1)C1=CC(=C(C=C1)F)F)C (2-Chloro-4-[1-(3,4-difluoro-phenyl)-2-methyl-1H-imidazol-4-ylethynyl]-pyridine). As a reaction SMILES: [Cl:1][C:2]1[CH:7]=[C:6]([C:8]#[C:9][C:10]2[N:11]=[C:12]([CH3:15])[NH:13][CH:14]=2)[CH:5]=[CH:4][N:3]=1.[F:16][C:17]1[CH:18]=[C:19](B(O)O)[CH:20]=[CH:21][C:22]=1[F:23]>>[Cl:1][C:2]1[CH:7]=[C:6]([C:8]#[C:9][C:10]2[N:11]=[C:12]([CH3:15])[N:13]([C:20]3[CH:19]=[CH:18][C:17]([F:16])=[C:22]([F:23])[CH:21]=3)[CH:14]=2)[CH:5]=[CH:4][N:3]=1. Procedure: The title compound, MS: m/e=330.4 (M+H+), was prepared in accordance with the general method of example 7 from 2-chloro-4-(2-methyl-1H-imidazol-4-ylethynyl)-pyridine and 3,4-difluorobenzene boronic acid. Reported procedure: To a solution of 6-trifluoromethylsulfonyloxy-8-(3-nitrophenyl)-1,7-naphthyridine (300 mg, 0.75 mmol; prepared according to example 8) in tetrahydrofuran (5 ml) is added phenylboronic acid (118 mg, 0.97 mmol, bis(dibenzylideneacetone) palladium (18 mg, 0.03 mmol), triphenylphosphine (16 mg, 0.06 mmol) and aqueous Na2CO3 (2N, 1.44 ml). The solution is kept at 60° C. for 20 h. The solution is diluted with ethyl acetate, filtered and washed with 1N NaOH and water. The solvent is removed in vacuo to... Reagents/catalysts: [Pd].C(C1=CC=CC=C1)=CC(=O)C=CC1=CC=CC=C1.C(C1=CC=CC=C1)=CC(=O)C=CC1=CC=CC=C1 (bis(dibenzylideneacetone) palladium). The solvent is O1CCCC1 (tetrahydrofuran), C(C)(=O)OCC (ethyl acetate). Reactants: FC(S(=O)(=O)OC=1C=C2C=CC=NC2=C(N1)C1=CC(=CC=C1)[N+](=O)[O-])(F)F (6-trifluoromethylsulfonyloxy-8-(3-nitrophenyl)-1,7-naphthyridine), C1(=CC=CC=C1)B(O)O (phenylboronic acid), C1(=CC=CC=C1)P(C1=CC=CC=C1)C1=CC=CC=C1 (triphenylphosphine), C(=O)([O-])[O-].[Na+].[Na+] (Na2CO3). Product: C1(=CC=CC=C1)C=1C=C2C=CC=NC2=C(N1)C1=CC(=CC=C1)[N+](=O)[O-] (6-Phenyl-8-(3-nitrophenyl)-1,7-naphthyridine). Reaction SMILES: FC(F)(F)S(O[C:7]1[CH:8]=[C:9]2[C:14](=[C:15]([C:17]3[CH:22]=[CH:21][CH:20]=[C:19]([N+:23]([O-:25])=[O:24])[CH:18]=3)[N:16]=1)[N:13]=[CH:12][CH:11]=[CH:10]2)(=O)=O.[C:28]1(B(O)O)[CH:33]=[CH:32][CH:31]=[CH:30][CH:29]=1.C1(P(C2C=CC=CC=2)C2C=CC=CC=2)C=CC=CC=1.C([O-])([O-])=O.[Na+].[Na+]>O1CCCC1.C(OCC)(=O)C.[Pd].C(=CC(C=CC1C=CC=CC=1)=O)C1C=CC=CC=1.C(=CC(C=CC1C=CC=CC=1)=O)C1C=CC=CC=1>[C:28]1([C:7]2[CH:8]=[C:9]3[C:14](=[C:15]([C:17]4[CH:22]=[CH:21][CH:20]=[C:19]([N+:23]([O-:25])=[O:24])[CH:18]=4)[N:16]=2)[N:13]=[CH:12][CH:11]=[CH:10]3)[CH:33]=[CH:32][CH:31]=[CH:30][CH:29]=1 |f:3.4.5,8.9.10|. Run at time 20 hour. The yield is 18.0%. Reported procedure: The title compound was prepared from 4,4-dimethoxy-cyclohexa-2,5-dienone and 1-benzenesulfonyl-1H-indole (available commercially), according to Method C, described above. Yield 18%; mp 170-172° C.; 1H NMR (CDCl3) δ 8.0 (d, J=8 Hz, 1H), 7.87 (d, J=8 Hz, 2H), 7.51-7.60 (m, 3H), 7.30-7.46 (m, 3H), 7.18-7.27 (m, 2H), 6.80 (s, 1H), 6.32 (d, J=10 Hz, 2H), 5.50 (s, 1H); 13C NMR (CDCl3) δ 185.3, 147.9, 141.2, 138.6, 137.8, 134.7, 129.7, 128.7, 128.1, 127.0, 126.6, 125.0, 122.1, 115.6, 114.1, 67.9. Product: C1(=CC=CC=C1)S(=O)(=O)N1C(=CC2=CC=CC=C12)C1(C=CC(C=C1)=O)O (4-(1-benzenesulfonyl-1H-indol-2-yl)-4-hydroxy-cyclohexa-2,5-dienone). Starting materials: COC1(C=CC(C=C1)=O)OC (4,4-dimethoxy-cyclohexa-2,5-dienone), C1(=CC=CC=C1)S(=O)(=O)N1C=CC2=CC=CC=C12 (1-benzenesulfonyl-1H-indole). RXN SMILES: CO[C:3]1([O:10]C)[CH:8]=[CH:7][C:6](=[O:9])[CH:5]=[CH:4]1.[C:12]1([S:18]([N:21]2[C:29]3[C:24](=[CH:25][CH:26]=[CH:27][CH:28]=3)[CH:23]=[CH:22]2)(=[O:20])=[O:19])[CH:17]=[CH:16][CH:15]=[CH:14][CH:13]=1>>[C:12]1([S:18]([N:21]2[C:29]3[C:24](=[CH:25][CH:26]=[CH:27][CH:28]=3)[CH:23]=[C:22]2[C:3]2([OH:10])[CH:4]=[CH:5][C:6](=[O:9])[CH:7]=[CH:8]2)(=[O:20])=[O:19])[CH:13]=[CH:14][CH:15]=[CH:16][CH:17]=1. The reactants are ClC1=CC=C(S1)C=1N=C(SC1)N (4-(5-chloro-2-thieny)-1,3-thiazol-2-amine), C1(=CC=CC=C1)C1=CC=C(C=C1)S(=O)(=O)Cl (4-phenylbenzenesulfonyl chloride). The product is ClC1=CC=C(S1)C=1N=C(SC1)NS(=O)(=O)C1=CC=C(C=C1)C1=CC=CC=C1 (N-[4-(5-chloro-2-thienyl)-1,3-thiazol-2-yl][1,1′-biphenyl]-4-sulfonamide), solid. Reaction SMILES: [Cl:1][C:2]1[S:6][C:5]([C:7]2[N:8]=[C:9]([NH2:12])[S:10][CH:11]=2)=[CH:4][CH:3]=1.[C:13]1([C:19]2[CH:24]=[CH:23][C:22]([S:25](Cl)(=[O:27])=[O:26])=[CH:21][CH:20]=2)[CH:18]=[CH:17][CH:16]=[CH:15][CH:14]=1>>[Cl:1][C:2]1[S:6][C:5]([C:7]2[N:8]=[C:9]([NH:12][S:25]([C:22]3[CH:21]=[CH:20][C:19]([C:13]4[CH:18]=[CH:17][CH:16]=[CH:15][CH:14]=4)=[CH:24][CH:23]=3)(=[O:27])=[O:26])[S:10][CH:11]=2)=[CH:4][CH:3]=1. Procedure details: The title compound was prepared from 4-(5-chloro-2-thieny)-1,3-thiazol-2-amine and 4-phenylbenzenesulfonyl chloride as described in the synthetic METHOD B to give a white solid (4.3 mg) with purity >80%. MS (pos) m/z 433.1, 435.1. The reactants are FC(C(CC#N)=O)(F)F (4,4,4-Trifluoro-3-oxo-butyronitrile), C1(=CC=CC=C1)NN (phenylhydrazine). The product is C1(=CC=CC=C1)N1N=C(C=C1N)C(F)(F)F (1-phenyl-3-(trifluoromethyl)-1H-pyrazol-5-amine). As a reaction SMILES: [F:1][C:2]([F:9])([F:8])[C:3](=O)[CH2:4][C:5]#[N:6].[C:10]1([NH:16][NH2:17])[CH:15]=[CH:14][CH:13]=[CH:12][CH:11]=1>>[C:10]1([N:16]2[C:5]([NH2:6])=[CH:4][C:3]([C:2]([F:9])([F:8])[F:1])=[N:17]2)[CH:15]=[CH:14][CH:13]=[CH:12][CH:11]=1. Procedure details: 4,4,4-Trifluoro-3-oxo-butyronitrile and phenylhydrazine were combined by the procedure of Example B11 to provide 1-phenyl-3-(trifluoromethyl)-1H-pyrazol-5-amine. 1H-NMR (400 MHz, DMSO-d6) δ 7.59-7.50 (m, 4 H), 7.42 (m, 1 H), 5.78 (s, 1 H), 5.73 (br s, 2 H). The reactants are CC(C)=O, CNC(=O)C(NC(=O)n1nc(-c2ccc(F)c(F)c2)c2c1CCC(O)C2)C(C)(C)C, CNC(=O)C(NC(=O)n1nc(-c2ccc(F)c(F)c2)c2c1CCC1(C2)OCCO1)C(C)(C)C, O, Cc1ccc(S(=O)(=O)O)cc1. Product: CNC(=O)C(NC(=O)n1nc(-c2ccc(F)c(F)c2)c2c1CCC(=O)C2)C(C)(C)C. RXN SMILES: [CH3:76][C:77](=[O:78])[CH3:79].[F:1][c:2]1[cH:3][c:4](-[c:9]2[n:10][n:11]([C:19](=[O:20])[NH:21][CH:22]([C:23](=[O:24])[NH:25][CH3:26])[C:27]([CH3:28])([CH3:29])[CH3:30])[c:12]3[c:17]2[CH2:16][CH:15]([OH:18])[CH2:14][CH2:13]3)[cH:5][cH:6][c:7]1[F:8].[F:31][c:32]1[cH:33][c:34](-[c:35]2[c:36]3[c:45]([n:46]([C:47]([NH:48][CH:49]([C:50]([CH3:51])([CH3:52])[CH3:53])[C:54]([NH:55][CH3:56])=[O:57])=[O:58])[n:59]2)[CH2:44][CH2:43][C:38]2([CH2:37]3)[O:39][CH2:40][CH2:41][O:42]2)[cH:60][cH:61][c:62]1[F:63].[OH2:75].[c:64]1([CH3:65])[cH:66][cH:67][c:68]([S:69]([OH:70])(=[O:71])=[O:72])[cH:73][cH:74]1>>[F:1][c:2]1[cH:3][c:4](-[c:9]2[n:10][n:11]([C:19](=[O:20])[NH:21][CH:22]([C:23](=[O:24])[NH:25][CH3:26])[C:27]([CH3:28])([CH3:29])[CH3:30])[c:12]3[c:17]2[CH2:16][C:15](=[O:18])[CH2:14][CH2:13]3)[cH:5][cH:6][c:7]1[F:8].